This data is from the Open Reaction Database (ORD), a public repository of structured organic reaction records. The task is: describe an organic reaction: reactants, conditions, products, and yield The reactants are Cl (Hydrochloric acid), CON=C(C(=O)NC1[C@@H]2N(C(C(CS2)O)C(=O)O)C1=O)C(CBr)=O (7-(2-Methoxyimino-3-oxo-4-bromobutyramido)-3-hydroxycepham-4-carboxylic acid), C(C)(=O)[O-].[Na+] (Sodium acetate), C(C)(=O)OC(C)=O (acetic anhydride). Solvent: O1CCCC1 (tetrahydrofuran). Conditions: time 30 minute. The product is CON=C(C(=O)NC1[C@@H]2N(C(=CCS2)C(=O)O)C1=O)C(CBr)=O (7-(2-methoxyimino-3-oxo-bromobutyramido)-3-cephem-4-carboxylic acid). Isolated yield 73.1%. Reaction SMILES: [CH3:1][O:2][N:3]=[C:4]([C:21](=[O:24])[CH2:22][Br:23])[C:5]([NH:7][CH:8]1[C:19](=[O:20])[N:10]2[CH:11]([C:16]([OH:18])=[O:17])[CH:12](O)[CH2:13][S:14][C@H:9]12)=[O:6].C(OC(=O)C)(=O)C.C([O-])(=O)C.[Na+].Cl>O1CCCC1>[CH3:1][O:2][N:3]=[C:4]([C:21](=[O:24])[CH2:22][Br:23])[C:5]([NH:7][CH:8]1[C:19](=[O:20])[N:10]2[C:11]([C:16]([OH:18])=[O:17])=[CH:12][CH2:13][S:14][C@H:9]12)=[O:6] |f:2.3|. Reported procedure: 7-(2-Methoxyimino-3-oxo-4-bromobutyramido)-3-hydroxycepham-4-carboxylic acid (syn isomer, 10 g.) was added to dry tetrahydrofuran (100 ml.) at 30° C. To the solution was added acetic anhydride (10 ml.) and stirred at the same temperature for 30 minutes. Sodium acetate (3 g.) was added to the solution and stirred at 30° C. for 4 hours. 6 N Hydrochloric acid (10 ml) was dropwise added to the reaction mixture under ice-cooling and the solvent was evaporated in vacuo below 30° C. After adding water ... Reactants: BrC1=CC=C2C=CN=C(C2=C1)Cl (7-bromo-1-chloroisoquinoline). Run in C(CC)N (propylamine). Product: BrC1=CC=C2C=CN(CC2=C1)NCCC (7-bromo-2-(N-propylamino)isoquinoline). RXN SMILES: [Br:1][C:2]1[CH:11]=[C:10]2[C:5]([CH:6]=[CH:7][N:8]=[C:9]2Cl)=[CH:4][CH:3]=1>C(N)CC>[Br:1][C:2]1[CH:11]=[C:10]2[C:5]([CH:6]=[CH:7][N:8]([NH:8][CH2:7][CH2:6][CH3:5])[CH2:9]2)=[CH:4][CH:3]=1. Procedure details: A solution of 7-bromo-1-chloroisoquinoline in propylamine (15.0 mL) was heated at 70° C. in a sealed tube overnight. The reaction mixture was concentrated under reduced pressure, then dissolved in chloroform and washed with saturated sodium bicarbonate, saturated sodium chloride, dried (sodium sulfate), filtered, and concentrated under reduced pressure to yield 7-bromo-2-(N-propylamino)isoquinoline (820 mg): ESI MS m/z 266 [M+H]+. Starting materials: COC=1C(=C(CC=2C(=C(C(=O)O)C=CC2)O)C(=C(C1OC)OC)OC)C (3-(3,4,5,6-Tetramethoxy-2-methylbenzyl)-2-hydroxybenzoic acid), C(C)(=O)OC(C)=O (acetic anhydride), O (water). Reaction conditions: temperature 65 celsius. Product: COC=1C(=C(CC=2C(=C(C(=O)O)C=CC2)OC(C)=O)C(=C(C1OC)OC)OC)C (3-(3,4,5,6-Tetramethoxy-2-methylbenzyl)-2-acetoxybenzoic acid). Yield: 68.0%. As a reaction SMILES: [CH3:1][O:2][C:3]1[C:4]([CH3:26])=[C:5]([C:17]([O:24][CH3:25])=[C:18]([O:22][CH3:23])[C:19]=1[O:20][CH3:21])[CH2:6][C:7]1[C:8]([OH:16])=[C:9]([CH:13]=[CH:14][CH:15]=1)[C:10]([OH:12])=[O:11].O.[C:28](OC(=O)C)(=[O:30])[CH3:29]>>[CH3:1][O:2][C:3]1[C:4]([CH3:26])=[C:5]([C:17]([O:24][CH3:25])=[C:18]([O:22][CH3:23])[C:19]=1[O:20][CH3:21])[CH2:6][C:7]1[C:8]([O:16][C:28](=[O:30])[CH3:29])=[C:9]([CH:13]=[CH:14][CH:15]=1)[C:10]([OH:12])=[O:11]. Procedure details: 3-(3,4,5,6-Tetramethoxy-2-methylbenzyl)-2-hydroxybenzoic acid (0.288 g, 0.795 mmol) was dissolved in acetic anhydride (5 ml) and the resulting solution was stirred under heating at 65° C. for 3 hours. The reaction solution was cooled and after adding thereto water (20 ml) and stirring at room temperature for 1 hour, extracted with ethyl acetate. The extract was washed with saturated brine and then dried, and the solvent was removed by distillation. The residue was purified by silica gel column c... Yields the product NC1=CC(=C(C=C1C)NC=1C(=C(C(=CC1)C(C)(C)C)O)C(C)(C)C)C ((4-Amino-2,5-dimethyl-phenylamino)-2,6-di-tert-butyl-phenol). Procedure details: 4-Bromomethyl-2,6-di-tert-butyl-phenol (2.42 g, 0.008 mole) was dissolved in 50 mL of dry tetrahydrofuran. In a separate conical flask 2,5-dimethyl-benzene-1,4-diamine (2.17 g, 0.016 mole) was dissolved in 25 mL of tetrahydrofuran and solution was transferred to a cylindrical funnel with pressure equalizing tube. Three-necked round-bottom flask containing solution of 4-Bromomethyl-2,6-di-tert-butyl-phenol was kept in oil-bath at 85° C. Solution in the flask was continuously stirred with the help... As a reaction SMILES: BrC[C:3]1[CH:8]=[C:7]([C:9]([CH3:12])([CH3:11])[CH3:10])[C:6]([OH:13])=[C:5]([C:14]([CH3:17])([CH3:16])[CH3:15])[CH:4]=1.[CH3:18][C:19]1[CH:24]=[C:23]([NH2:25])[C:22]([CH3:26])=[CH:21][C:20]=1[NH2:27]>O1CCCC1>[NH2:25][C:23]1[C:22]([CH3:26])=[CH:21][C:20]([NH:27][C:8]2[C:7]([C:9]([CH3:10])([CH3:11])[CH3:12])=[C:6]([OH:13])[C:5]([C:14]([CH3:15])([CH3:16])[CH3:17])=[CH:4][CH:3]=2)=[C:19]([CH3:18])[CH:24]=1. The solvent is O1CCCC1 (tetrahydrofuran), O1CCCC1 (tetrahydrofuran). Starting materials: CC1=C(C=C(C(=C1)N)C)N (2,5-dimethyl-benzene-1,4-diamine), CC1=C(C=C(C(=C1)N)C)N (2,5-dimethyl-para-phenylene diamine), BrCC1=CC(=C(C(=C1)C(C)(C)C)O)C(C)(C)C (4-Bromomethyl-2,6-di-tert-butyl-phenol), BrCC1=CC(=C(C(=C1)C(C)(C)C)O)C(C)(C)C (4-Bromomethyl-2,6-di-tert-butyl-phenol). Starting materials: [H-].[Na+] (Sodium hydride), CC1=NNC=C1 (3-methylpyrazole), N1=CC=CC2=C1NC1=C(N(C2)C(=O)C2=C(C=C(C=C2)N2N=C(C=C2)C)C(F)(F)F)C=CC=C1 ((5,11-dihydro-pyrido[2,3-b][1,5]benzodiazepin-6-yl)-[4-(3-methyl-pyrazol-1-yl)-2-trifluoromethyl-phenyl]-methanone), [H-].[Na+] (sodium hydride), CI (methyl iodide). Run in CCCCCC (hexane). Conditions: time 30 minute. Yields the product CN1C2=C(CN(C3=C1C=CC=C3)C(=O)C3=C(C=C(C=C3)N3N=C(C=C3)C)C(F)(F)F)C=CC=N2 ((11-methyl-5,11-dihydro-pyrido[2,3-b][1,5]benzodiazepin-6-yl)-[4-(3-methyl-pyrazol-1-yl)-2-trifluoromethyl-phenyl]methanone). The yield is 45.1%. As a reaction SMILES: [H-].[Na+].[CH3:3]C1C=CNN=1.[N:9]1[C:14]2[NH:15][C:16]3[CH:41]=[CH:40][CH:39]=[CH:38][C:17]=3[N:18]([C:20]([C:22]3[CH:27]=[CH:26][C:25]([N:28]4[CH:32]=[CH:31][C:30]([CH3:33])=[N:29]4)=[CH:24][C:23]=3[C:34]([F:37])([F:36])[F:35])=[O:21])[CH2:19][C:13]=2[CH:12]=[CH:11][CH:10]=1.CI>CCCCCC>[CH3:3][N:15]1[C:16]2[CH:41]=[CH:40][CH:39]=[CH:38][C:17]=2[N:18]([C:20]([C:22]2[CH:27]=[CH:26][C:25]([N:28]3[CH:32]=[CH:31][C:30]([CH3:33])=[N:29]3)=[CH:24][C:23]=2[C:34]([F:37])([F:36])[F:35])=[O:21])[CH2:19][C:13]2[CH:12]=[CH:11][CH:10]=[N:9][C:14]1=2 |f:0.1|. Procedure: Sodium hydride (60% suspension in oil, 0.12 g, 3.0 mmol) was washed with hexane, dried under nitrogen and resuspended in dry dimethylformamide (20 mL). Neat 3-methylpyrazole (0.13 mL, 1.61 mmol) was added dropwise at ambient temperature. Stirring was continued until the gas evolution subsided, and then the (5,11-dihydro-pyrido [2,3-b][1,5]benzodiazepin-6-yl)-(4-fluoro-2-trifluoromethyl-phenyl)methanone of Example 4, Step B (0.52 g, 1.34 mmol) was added in one portion to the clear solution. The m... Reactants: COC(=O)c1nccn1C(c1ccccc1)(c1ccccc1)c1ccccc1, CC(=O)O, CO. Yields the product COC(=O)c1ncc[nH]1. As a reaction SMILES: [C:1]([c:2]1[cH:3][cH:4][cH:5][cH:6][cH:7]1)([c:8]1[cH:9][cH:10][cH:11][cH:12][cH:13]1)([c:14]1[cH:15][cH:16][cH:17][cH:18][cH:19]1)[n:20]1[c:21]([C:25](=[O:26])[O:27][CH3:28])[n:22][cH:23][cH:24]1.[CH3:29][C:30](=[O:31])[OH:32].[CH3:33][OH:34]>>[nH:20]1[c:21]([C:25](=[O:26])[O:27][CH3:28])[n:22][cH:23][cH:24]1. Starting materials: FC(C1=C(C=CC=C1)C1C(=C(NC(=C1C(=O)OCC)C)C)C(=O)OCC)(F)F (diethyl 1,4-dihydro-4-(2-trifluoromethylphenyl)-2,6-dimethyl-3,5-pyridine dicarboxylate), COC=1C=C(C=CC1)N=C(C1=CC=CC=C1)Cl (N-(3-methoxyphenyl)-benzimidoyl chloride). Yields the product CC=1NC=2C=C(N(C(C2C(C1C(=O)OCC)C1=C(C=CC=C1)C(F)(F)F)=O)C1=CC(=CC=C1)OC)C1=CC=CC=C1 (Ethyl 1,4,5,6-Tetrahydro-2-methyl-4-(2-trifluoromethylphenyl)-5-oxo-6-(3-methoxyphenyl)-7-phenyl-1,6-naphthyridine-3-carboxylate). As a reaction SMILES: [F:1][C:2]([F:28])([F:27])[C:3]1[CH:8]=[CH:7][CH:6]=[CH:5][C:4]=1[CH:9]1[C:14]([C:15]([O:17][CH2:18][CH3:19])=[O:16])=[C:13]([CH3:20])[NH:12][C:11]([CH3:21])=[C:10]1[C:22](OCC)=[O:23].[CH3:29][O:30][C:31]1[CH:32]=[C:33]([N:37]=[C:38](Cl)[C:39]2[CH:44]=[CH:43][CH:42]=[CH:41][CH:40]=2)[CH:34]=[CH:35][CH:36]=1>>[CH3:20][C:13]1[NH:12][C:11]2[CH:21]=[C:38]([C:39]3[CH:44]=[CH:43][CH:42]=[CH:41][CH:40]=3)[N:37]([C:33]3[CH:34]=[CH:35][CH:36]=[C:31]([O:30][CH3:29])[CH:32]=3)[C:22](=[O:23])[C:10]=2[CH:9]([C:4]2[CH:5]=[CH:6][CH:7]=[CH:8][C:3]=2[C:2]([F:28])([F:27])[F:1])[C:14]=1[C:15]([O:17][CH2:18][CH3:19])=[O:16]. Procedure details: This product is obtained using the procedure of Example 1 from diethyl 1,4-dihydro-4-(2-trifluoromethylphenyl)-2,6-dimethyl-3,5-pyridine dicarboxylate and N-(3-methoxyphenyl)-benzimidoyl chloride (2.2 g, 8.7%). Starting materials: BrCc1ccccc1, O=C([O-])[O-], CN(C)C=O, O=Cc1ccsc1C(=O)O, [K+], [K+], O. The product is O=Cc1ccsc1C(=O)OCc1ccccc1. RXN SMILES: [Br:11][CH2:12][c:13]1[cH:14][cH:15][cH:16][cH:17][cH:18]1.[C:19](=[O:20])([O-:21])[O-:22].[CH3:26][N:27]([CH3:28])[CH:29]=[O:30].[CH:1](=[O:2])[c:3]1[c:4]([C:8](=[O:9])[OH:10])[s:5][cH:6][cH:7]1.[K+:23].[K+:24].[OH2:25]>>[CH:1](=[O:2])[c:3]1[c:4]([C:8]([O:9][CH2:12][c:13]2[cH:14][cH:15][cH:16][cH:17][cH:18]2)=[O:10])[s:5][cH:6][cH:7]1. Starting materials: N1N=C(N=C1)C(=O)N (1,2,4-triazole-3-carboxamide), C(C)(=O)OC(C)=O (acetic anhydride). Yields the product C(C)(=O)C1=NC(=NN1)C(=O)N (Acetyl-s-triazole-3-carboxamide). RXN SMILES: [NH:1]1[CH:5]=[N:4][C:3]([C:6]([NH2:8])=[O:7])=[N:2]1.[C:9](OC(=O)C)(=[O:11])[CH3:10]>>[C:9]([C:5]1[NH:1][N:2]=[C:3]([C:6]([NH2:8])=[O:7])[N:4]=1)(=[O:11])[CH3:10]. Procedure details: A mixture of 0.2 g. of 1,2,4-triazole-3-carboxamide and 0.5 ml. of acetic anhydride is heated on an oil bath at a temperature of 150° C. for 20 minutes. The wet solid mass is triturated with diethyl ether and collected and washed with diethyl ether yielding 0.2 g. of colorless solid. This solid is recrystallized from acetonitrile giving a colorless solid, m.p. 212°-215° C. (dec).